Dataset: the Open Reaction Database (ORD), a public repository of structured organic reaction records. Task: describe an organic reaction: reactants, conditions, products, and yield The reactants are c1(ccccc1)CN, B1([C@@H]2[C@H]([C@H]3C([C@@H](C2)C3)(C)C)C)[C@H]2CCC[C@@H]1CCC2, C1CN(C[C@@H](C1=O)O)S(=O)(=O)C. Reagents/catalysts: c1ccc(cc1)-c2c3ccccc3cc4ccccc24 (9-Phenylanthracene). Run at temperature 25 celsius, time 18 hour. Yields the product CS(=O)(=O)N1CC[C@@H](N)[C@@H](O)C1. As a reaction SMILES: C[C@H]1[C@@H](C(C)(C)[C@H]2C[C@@H]1B([C@H]3CCC4)[C@H]4CCC3)C2.[NH2:1]Cc1ccccc1.[CH3:2][S:3]([N:6]1[CH2:12][C@H:10]([OH:11])[C:9](=O)[CH2:8][CH2:7]1)(=[O:5])=[O:4]>>[CH3:2][S:3]([N:6]1[CH2:12][C@H:10]([OH:11])[C@H:9]([NH2:1])[CH2:8][CH2:7]1)(=[O:5])=[O:4]. Reactants: solution, [Mg] (magnesium), BrCCCCCCCCCO[Si](C(C)(C)C)(C)C ([(9-bromononyl)oxy]dimethyl [(1,1-dimethyl)ethyl]silane), 3-ethylenedioxy, O1[C@]23CCCCC2CC[C@H]2[C@@H]4CCC([C@@]4(C)CC1=C32)=O (10-epoxy estr-9(11)-ene-17-one), C([O-])(O)=O.[Na+] (sodium bicarbonate), Cl (hydrochloric acid). Reagents/catalysts: [Cu](Cl)Cl (copper chloride). Run in O1CCCC1 (tetrahydrofuran), O1CCCC1 (tetrahydrofuran). Reaction conditions: temperature -30 celsius, time 30 minute. Product: OCCCCCCCCC[C@@H]1C2=C3CCC(C=C3CC[C@H]2[C@@H]2CCC([C@@]2(C)C1)=O)=O (11beta-(9-hydroxynonyl)estra-4,9-diene-3,17-dione). Reaction SMILES: [Mg].Br[CH2:3][CH2:4][CH2:5][CH2:6][CH2:7][CH2:8][CH2:9][CH2:10][CH2:11][O:12][Si](C)(C)C(C)(C)C.O1[C:37]2=[C:38]3[C@H:29]([C@H:30]4[C@@:34]([CH2:36]2)([CH3:35])[C:33](=[O:39])[CH2:32][CH2:31]4)CCC2[C@@]13CCCC2.Cl.[C:41](=[O:44])(O)[O-].[Na+]>O1CCCC1.[Cu](Cl)Cl>[OH:12][CH2:11][CH2:10][CH2:9][CH2:8][CH2:7][CH2:6][CH2:5][CH2:4][CH2:3][C@H:37]1[CH2:36][C@@:34]2([CH3:35])[C@@H:30]([CH2:31][CH2:32][C:33]2=[O:39])[C@H:29]2[C:38]1=[C:29]1[C:30]([CH2:31][CH2:32]2)=[CH:34][C:41](=[O:44])[CH2:37][CH2:38]1 |f:4.5|. Procedure details: 5.2 cm3 of a solution of magnesium compound (0.42 M/l) prepared from the product obtained in Stage A and 2.3 cm3 of tetrahydrofuran is cooled down to 0°/+2° C. 30 mg of copper chloride is added, agitation is carried out for 30 minutes, followed by cooling down to −30° C. and 330 mg of 3-ethylenedioxy 5 (10-epoxy estr-9(11)-ene-17-one dissolved in 2 cm3 of tetrahydrofuran is added and agitation is carried out for 45 minutes. 6 cm3 of 2M hydrochloric acid is added and agitation is carried out for ...